This data is from the Open Reaction Database (ORD), a public repository of structured organic reaction records. The task is: describe an organic reaction: reactants, conditions, products, and yield Reactants: C(C1=CC=CC=C1)(=O)NC1CCN(CC1)CCCC(=O)C1=CC=CC=C1 (4-Benzamido-1-(4-phenyl-4-oxobutyl)piperidine). Run in Cl (HCl). Run at time 8 hour. Product: NC1CCN(CC1)CCCC(=O)C1=CC=CC=C1 (4-Amino-1-(4-phenyl-4-oxobutyl)piperidine). Reaction SMILES: C([NH:9][CH:10]1[CH2:15][CH2:14][N:13]([CH2:16][CH2:17][CH2:18][C:19]([C:21]2[CH:26]=[CH:25][CH:24]=[CH:23][CH:22]=2)=[O:20])[CH2:12][CH2:11]1)(=O)C1C=CC=CC=1>Cl>[NH2:9][CH:10]1[CH2:15][CH2:14][N:13]([CH2:16][CH2:17][CH2:18][C:19]([C:21]2[CH:22]=[CH:23][CH:24]=[CH:25][CH:26]=2)=[O:20])[CH2:12][CH2:11]1. Procedure details: 4-Benzamido-1-(4-phenyl-4-oxobutyl)piperidine (0.5 g.) was suspended in 6 N HCl (10 ml.) and boiled for 8 hr. The solution was cooled, filtered (to remove benzoic acid) and the filtrate basified with potassium carbonate. The oil which separated was extracted into chloroform which on evaporation gave the title compound as the free base (0.30 g.). This was dissolved in ethanol, ethanol/HCl added until acid and the title compound filtered off (0.376 g.) as the dihydrochloride m.p. 269.7°. The reactants are FC=1C=C2C(=C(/C(/C2=CC1)=C/C1=CC=C(C=C1)SC)C)CCON (O-2-[Z-5-fluoro-2-methyl-1-(4-methylthiophenyl)methylene-1H-inden-3-yl]ethyl hydroxylamine), COC(C=O)COC (2,3-dimethoxypropanal). Yields the product FC=1C=C2C(=C(/C(/C2=CC1)=C/C1=CC=C(C=C1)SC)C)CCON=CC(COC)OC (2,3-dimethoxypropanal-O-2-[Z-5-fluoro-2-methyl-1-(4-methylthiophenyl)methylene-1H-inden-3-yl]ethyl oxime). As a reaction SMILES: [F:1][C:2]1[CH:3]=[C:4]2[C:8](=[CH:9][CH:10]=1)/[C:7](=[CH:11]\[C:12]1[CH:17]=[CH:16][C:15]([S:18][CH3:19])=[CH:14][CH:13]=1)/[C:6]([CH3:20])=[C:5]2[CH2:21][CH2:22][O:23][NH2:24].[CH3:25][O:26][CH:27]([CH2:30][O:31][CH3:32])[CH:28]=O>>[F:1][C:2]1[CH:3]=[C:4]2[C:8](=[CH:9][CH:10]=1)/[C:7](=[CH:11]\[C:12]1[CH:17]=[CH:16][C:15]([S:18][CH3:19])=[CH:14][CH:13]=1)/[C:6]([CH3:20])=[C:5]2[CH2:21][CH2:22][O:23][N:24]=[CH:28][CH:27]([O:26][CH3:25])[CH2:30][O:31][CH3:32]. Procedure details: The title compound is prepared by reaction of O-2-[Z-5-fluoro-2-methyl-1-(4-methylthiophenyl)methylene-1H-inden-3-yl]ethyl hydroxylamine with 2,3-dimethoxypropanal by the method of Example 1. Reactants: CCOC(C)=O, COC(=O)c1c(N(C(=O)OCc2ccccc2)C(=O)c2cc3ccccc3o2)csc1-c1cnc(OC)cn1, CCO, ClCCl. Product: COC(=O)c1c(NC(=O)c2cc3ccccc3o2)csc1-c1cnc(OC)cn1. As a reaction SMILES: [C:43]([O:44][CH2:45][CH3:46])(=[O:47])[CH3:48].[CH2:1]([O:2][C:3](=[O:4])[N:11]([C:12](=[O:13])[c:14]1[o:15][c:16]2[c:17]([cH:18]1)[cH:19][cH:20][cH:21][cH:22]2)[c:23]1[c:24]([C:36](=[O:37])[O:38][CH3:39])[c:25](-[c:28]2[n:29][cH:30][c:31]([O:34][CH3:35])[n:32][cH:33]2)[s:26][cH:27]1)[c:5]1[cH:6][cH:7][cH:8][cH:9][cH:10]1.[CH2:49]([OH:50])[CH3:51].[Cl:40][CH2:41][Cl:42]>>[NH:11]([C:12](=[O:13])[c:14]1[o:15][c:16]2[c:17]([cH:18]1)[cH:19][cH:20][cH:21][cH:22]2)[c:23]1[c:24]([C:36](=[O:37])[O:38][CH3:39])[c:25](-[c:28]2[n:29][cH:30][c:31]([O:34][CH3:35])[n:32][cH:33]2)[s:26][cH:27]1. Reactants: BrC1=C2C=CN(C2=CC=C1)[C@H]1[C@H](OC(C)=O)[C@@H](OC(C)=O)[C@H](OC(C)=O)[C@H](O1)COC(C)=O (4-bromo-1-(2,3,4,6-tetra-O-acetyl-β-D-gluco-pyranosyl)indole), C(C)C1=CC=C(C(=O)Cl)C=C1 (4-ethylbenzoyl chloride). Product: BrC1=C2C(=CN(C2=CC=C1)[C@H]1[C@H](O)[C@@H](O)[C@H](O)[C@H](O1)CO)CC1=CC=C(C=C1)CC (4-bromo-3-(4-ethylphenylmethyl)-1-(β-D-glucopyranosyl)indole). As a reaction SMILES: [Br:1][C:2]1[CH:10]=[CH:9][CH:8]=[C:7]2[C:3]=1[CH:4]=[CH:5][N:6]2[C@@H:11]1[O:28][C@H:27]([CH2:29][O:30]C(=O)C)[C@@H:22]([O:23]C(=O)C)[C@H:17]([O:18]C(=O)C)[C@H:12]1[O:13]C(=O)C.[CH2:34]([C:36]1[CH:44]=[CH:43][C:39]([C:40](Cl)=O)=[CH:38][CH:37]=1)[CH3:35]>>[Br:1][C:2]1[CH:10]=[CH:9][CH:8]=[C:7]2[C:3]=1[C:4]([CH2:40][C:39]1[CH:43]=[CH:44][C:36]([CH2:34][CH3:35])=[CH:37][CH:38]=1)=[CH:5][N:6]2[C@@H:11]1[O:28][C@H:27]([CH2:29][OH:30])[C@@H:22]([OH:23])[C@H:17]([OH:18])[C@H:12]1[OH:13]. Procedure details: The above 4-bromo-1-(2,3,4,6-tetra-O-acetyl-β-D-gluco-pyranosyl)indole and 4-ethylbenzoyl chloride were treated in a manner similar to Example 3 to give the titled compound, 4-bromo-3-(4-ethylphenylmethyl)-1-(β-D-glucopyranosyl)indole as a colorless powder. APCI-Mass m/Z 476/478 (M+H). 1H-NMR (DMSO-d6) δ 1.15 (t, J=7.6 Hz, 3H), 2.56 (q, J=7.5 Hz, 2H), 3.23 (td, J=9.0, 5.5 Hz, 1H), 3.39 (td, J=8.8, 5.1 Hz, 1H), 3.43-3.47 (m, 2H), 3.61-3.69 (m, 2H), 4.26 (s, 2H), 4.53 (t, J=5.3 Hz, 1H), 5.09 (d, J... The reactants are FC1=CC=C(C=2NC3=CC=C(C=C3C12)C(=O)N1CCOCC1)C(=O)N (4-Fluoro-6-(morpholine-4-carbonyl)-9H-carbazole-1-carboxamide), C1CC(=O)N(C1=O)Br (NBS), C1CC(=O)N(C1=O)Br (NBS). Solvent: CN(C)C=O (DMF). Reaction conditions: temperature 80 celsius. The product is BrC=1C=C(C=2NC3=CC=C(C=C3C2C1F)C(=O)N1CCOCC1)C(=O)N (3-bromo-4-fluoro-6-(morpholine-4-carbonyl)-9H-carbazole-1-carboxamide). Reaction SMILES: [F:1][C:2]1[C:14]2[C:13]3[C:8](=[CH:9][CH:10]=[C:11]([C:15]([N:17]4[CH2:22][CH2:21][O:20][CH2:19][CH2:18]4)=[O:16])[CH:12]=3)[NH:7][C:6]=2[C:5]([C:23]([NH2:25])=[O:24])=[CH:4][CH:3]=1.C1C(=O)N([Br:33])C(=O)C1>CN(C=O)C>[Br:33][C:3]1[CH:4]=[C:5]([C:23]([NH2:25])=[O:24])[C:6]2[NH:7][C:8]3[C:13]([C:14]=2[C:2]=1[F:1])=[CH:12][C:11]([C:15]([N:17]1[CH2:22][CH2:21][O:20][CH2:19][CH2:18]1)=[O:16])=[CH:10][CH:9]=3. Procedure: 4-Fluoro-6-(morpholine-4-carbonyl)-9H-carbazole-1-carboxamide (9 mg, 0.026 mmol) was mixed with NBS (5.5 mg, 0.031 mmol) in DMF (1.5 mL). The mixture was stirred at 80° C. for 20 mins More NBS (3 mg, 0.017 mmol) was added to the mixture and heated at 80° C. for another 20 mins. The mixture was concentrated and purified using preparative HPLC to give 3-bromo-4-fluoro-6-(morpholine-4-carbonyl)-9H-carbazole-1-carboxamide. MS (ESI) m/z 420 (M+H)+. 1H NMR (DMSO-d6) δ ppm 11.72 (s, 1H), 8.32 (d, 1H, J... The reactants are ClC=1C=CN2C(C(=CC(=C2C1C)C1CC1)C(=O)OC)=O (methyl 8-chloro-1-cyclopropyl-9-methyl-4-oxo-4H-quinolizine-3-carboxylate), CC1(OB(OC1(C)C)C1=CC=C(N)C=C1)C (4-(4,4,5,5-tetramethyl-1,3,2-dioxaborolan-2-yl)-aniline). Yields the product NC1=CC=C(C=C1)C=1C=CN2C(C(=CC(=C2C1C)C1CC1)C(=O)OC)=O (methyl 8-(4-amino-phenyl)-1-cyclopropyl-9-methyl-4-oxo-4H-quinolizine-3-carboxylate). Isolated yield 14.1%. Reaction SMILES: Cl[C:2]1[CH:3]=[CH:4][N:5]2[C:10]([C:11]=1[CH3:12])=[C:9]([CH:13]1[CH2:15][CH2:14]1)[CH:8]=[C:7]([C:16]([O:18][CH3:19])=[O:17])[C:6]2=[O:20].CC1(C)C(C)(C)OB([C:29]2[CH:35]=[CH:34][C:32]([NH2:33])=[CH:31][CH:30]=2)O1>>[NH2:33][C:32]1[CH:34]=[CH:35][C:29]([C:2]2[CH:3]=[CH:4][N:5]3[C:10]([C:11]=2[CH3:12])=[C:9]([CH:13]2[CH2:15][CH2:14]2)[CH:8]=[C:7]([C:16]([O:18][CH3:19])=[O:17])[C:6]3=[O:20])=[CH:30][CH:31]=1. Procedure: Methyl 8-(4-amino-phenyl)-1-cyclopropyl-9-methyl-4-oxo-4H-quinolizine-3-carboxylate was prepared according to General Procedure A from methyl 8-chloro-1-cyclopropyl-9-methyl-4-oxo-4H-quinolizine-3-carboxylate (150 mg, 0.51 mmol) and 4-(4,4,5,5-tetramethyl-1,3,2-dioxaborolan-2-yl)-aniline (135 mg, 0.62 mmol). Purification by flash silica column chromatography (DCM:MeOH) (1:0 to 9:1) afforded the title compound as a yellow solid (25 mg, 14%). The reactants are IC1=CC2=C(OCC(C=3N2N=C(C3)C(=O)N)(F)F)C=C1 (9-iodo-4,4-difluoro-4,5-dihydrobenzo[b]pyrazolo[1,5-d][1,4]oxazepine-2-carboxamide), N1=NC(=CC=C1)[C@@](C)(C#C)O ((R)-2-(pyridazin-3-yl)but-3-yn-2-ol). The product is FC1(C=2N(C3=C(OC1)C=CC(=C3)C#C[C@](C)(C=3N=NC=CC3)O)N=C(C2)C(=O)N)F ((R)-4,4-difluoro-9-(3-hydroxy-3-(pyridazin-3-yl)but-1-yn-1-yl)-4,5-dihydrobenzo[b]pyrazolo[1,5-d][1,4]oxazepine-2-carboxamide). RXN SMILES: I[C:2]1[CH:20]=[CH:19][C:5]2[O:6][CH2:7][C:8]([F:18])([F:17])[C:9]3[N:10]([N:11]=[C:12]([C:14]([NH2:16])=[O:15])[CH:13]=3)[C:4]=2[CH:3]=1.[N:21]1[CH:26]=[CH:25][CH:24]=[C:23]([C@:27]([OH:31])([C:29]#[CH:30])[CH3:28])[N:22]=1>>[F:17][C:8]1([F:18])[CH2:7][O:6][C:5]2[CH:19]=[CH:20][C:2]([C:30]#[C:29][C@@:27]([OH:31])([C:23]3[N:22]=[N:21][CH:26]=[CH:25][CH:24]=3)[CH3:28])=[CH:3][C:4]=2[N:10]2[N:11]=[C:12]([C:14]([NH2:16])=[O:15])[CH:13]=[C:9]12. Reported procedure: Similar to as described in General Procedure G, 9-iodo-4,4-difluoro-4,5-dihydrobenzo[b]pyrazolo[1,5-d][1,4]oxazepine-2-carboxamide was reacted with (R)-2-(pyridazin-3-yl)but-3-yn-2-ol to give a mixture of titled compound after purification by prep HPLC.